From a dataset of the Open Reaction Database (ORD), a public repository of structured organic reaction records. describe an organic reaction: reactants, conditions, products, and yield Reactants: [OH-].[Na+] (NaOH), BrC1=C2C=CNC2=CC=C1 (4-bromo-1H-indole), FC(C=1C=C(C=CC1)S(=O)(=O)Cl)(F)F (3-(trifluoromethyl)benzenesulfonyl chloride). Reagents/catalysts: S(=O)(=O)(O)[O-].C(CCC)[N+](CCCC)(CCCC)CCCC (tetrabutylammonium hydrogen sulfate). Run in C(Cl)Cl (DCM), C(Cl)Cl (DCM), O (water). Conditions: time 8 hour. Yields the product BrC1=C2C=CN(C2=CC=C1)S(=O)(=O)C1=CC(=CC=C1)C(F)(F)F (4-Bromo-1-{[3-(trifluoromethyl)phenyl]sulfonyl}-1H-indole). Yield: 42.5%. Reaction SMILES: [OH-].[Na+].[Br:3][C:4]1[CH:12]=[CH:11][CH:10]=[C:9]2[C:5]=1[CH:6]=[CH:7][NH:8]2.[F:13][C:14]([F:26])([F:25])[C:15]1[CH:16]=[C:17]([S:21](Cl)(=[O:23])=[O:22])[CH:18]=[CH:19][CH:20]=1>S([O-])(O)(=O)=O.C([N+](CCCC)(CCCC)CCCC)CCC.C(Cl)Cl.O>[Br:3][C:4]1[CH:12]=[CH:11][CH:10]=[C:9]2[C:5]=1[CH:6]=[CH:7][N:8]2[S:21]([C:17]1[CH:18]=[CH:19][CH:20]=[C:15]([C:14]([F:13])([F:25])[F:26])[CH:16]=1)(=[O:23])=[O:22] |f:0.1,4.5|. Reported procedure: Aq. 2.5M NaOH (5 mL) was added to a stirring mixture of 4-bromo-1H-indole (1000 mg, 5.3 mmol), 3-(trifluoromethyl)benzenesulfonyl chloride (1300 mg, 5.6 mmol) and tetrabutylammonium hydrogen sulfate (173 mg, 0.5 mmol) in DCM (10 mL). The reaction mixture was stirred at ambient temperature overnight. The mixture was diluted with DCM and water and the layers were separated. DCM was washed with water 2 times, dried (MgSO2) and concentrated to give 1.6 g of crude material that was purified using fla...